Dataset: the Open Reaction Database (ORD), a public repository of structured organic reaction records. Task: describe an organic reaction: reactants, conditions, products, and yield Reactants: S(=O)(Cl)Cl (Thionyl Chloride), S(=O)(Cl)Cl (thionyl chloride), S(=O)(Cl)Cl (thionyl chloride), O=C1COC[C@@H](N1CC1=CC=CC=C1)C(=O)O ((3R)-5-oxo-4-(phenylmethyl)-3-morpholinecarboxylic acid), CCO (EtOH), S(=O)(Cl)Cl (thionyl chloride), S(=O)(Cl)Cl (thionyl chloride). Conditions: time 6 hour. Product: O=C1COC[C@@H](N1CC1=CC=CC=C1)C(=O)OCC (Ethyl (3R)-5-oxo-4-(phenylmethyl)-3-morpholinecarboxylate). As a reaction SMILES: [O:1]=[C:2]1[N:7]([CH2:8][C:9]2[CH:14]=[CH:13][CH:12]=[CH:11][CH:10]=2)[C@@H:6]([C:15]([OH:17])=[O:16])[CH2:5][O:4][CH2:3]1.S(Cl)(Cl)=O.[CH3:22][CH2:23]O>>[O:1]=[C:2]1[N:7]([CH2:8][C:9]2[CH:14]=[CH:13][CH:12]=[CH:11][CH:10]=2)[C@@H:6]([C:15]([O:17][CH2:22][CH3:23])=[O:16])[CH2:5][O:4][CH2:3]1. Reported procedure: The title compound was prepared according to the procedure described by H. H. Otto, Helvetica Chimica Acta, 2004, 87, 90 using (3R)-5-oxo-4-(phenylmethyl)-3-morpholinecarboxylic acid (D44, 3.13 g, 13.33 mmol) in EtOH (30 mL), cooling in an ice bath before adding Thionyl Chloride (1.46 mL) dropwise, and then stirring at R.T. for 6 hours. Added more thionyl chloride (1 mL) and stirring at R.T. overnight. Added more thionyl chloride (1 mL) and stirred for 4 hours, added further thionyl chloride (0.... Starting materials: C(C=O)(=O)O (glyoxylic acid), CC(=O)C1=C(C=CC(=C1)OC)OC (2,5-dimethoxyacetophenone). Solvent: O (water), O (water). Yields the product COC1=C(C=C(C=C1)OC)C(CC(C(=O)O)O)=O (4-(2,5-dimethoxyphenyl)-4-oxo-2-hydroxy-butanoic acid). Reaction SMILES: [C:1]([OH:5])(=[O:4])[CH:2]=[O:3].[CH3:6][C:7]([C:9]1[CH:14]=[C:13]([O:15][CH3:16])[CH:12]=[CH:11][C:10]=1[O:17][CH3:18])=[O:8]>O>[CH3:18][O:17][C:10]1[CH:11]=[CH:12][C:13]([O:15][CH3:16])=[CH:14][C:9]=1[C:7](=[O:8])[CH2:6][CH:2]([OH:3])[C:1]([OH:5])=[O:4]. Procedure details: 22.2 g of glyoxylic acid, 50 wt.% in water, are heated under reduced pressure until about 80% of the water present has been eliminated; then, after cooling, 54 g of 2,5-dimethoxyacetophenone are added, i.e., an excess of 100% over theoretical. Reactants: CCCCCC (hexane), ONC(CC1(CCC2(OCCO2)CC1)C1=CC=CC=C1)=N (N-hydroxy-2-(8-phenyl-1,4-dioxa-spiro[4.5]dec-8-yl)-acetamidine), C(C)(=O)OC(C)=O (acetic anhydride). The yield is 85.2%. Yields the product C(C)(=O)O\N=C(\CC1(CCC2(OCCO2)CC1)C1=CC=CC=C1)/N ((Z)-(1-amino-2-{8-phenyl-1,4-dioxaspiro[4.5]decan-8-yl}ethylidene)amino acetate). Run in C(C)(=O)OCC (ethyl acetate), C(C)(=O)OCC (ethyl acetate). Procedure details: A mixture of N-hydroxy-2-(8-phenyl-1,4-dioxa-spiro[4.5]dec-8-yl)-acetamidine (266) (600 mg, 2.01 mmol) and acetic anhydride (2 mL) was stirred at room temperature for 16 h (TLC, ethyl acetate:hexane=7:3/UV/SiO2, Rf=0.4). The reaction mixture was diluted with ethyl acetate (50 mL), washed with water (2×25 mL), brine (25 mL), dried and concentrated in vacuo to get crude mass which was purified by CombiFlash using a gradient eluent mixture of ethyl acetate and hexane to get pure (Z)-(1-amino-2-{8-p... Reaction SMILES: [OH:1][NH:2][C:3](=[NH:21])[CH2:4][C:5]1([C:15]2[CH:20]=[CH:19][CH:18]=[CH:17][CH:16]=2)[CH2:14][CH2:13][C:8]2([O:12][CH2:11][CH2:10][O:9]2)[CH2:7][CH2:6]1.[C:22](OC(=O)C)(=[O:24])[CH3:23].CCCCCC>C(OCC)(=O)C>[C:22]([O:1]/[N:2]=[C:3](\[NH2:21])/[CH2:4][C:5]1([C:15]2[CH:16]=[CH:17][CH:18]=[CH:19][CH:20]=2)[CH2:6][CH2:7][C:8]2([O:9][CH2:10][CH2:11][O:12]2)[CH2:13][CH2:14]1)(=[O:24])[CH3:23]. The reactants are CO, [Na+], C1CCOC1, [OH-], COC(=O)c1cc(Cn2c(=O)n(C3CCC(O)CC3)c3ccc(C#N)cc32)ccc1OC. Reaction SMILES: [CH3:35][OH:36].[Na+:34].[O:37]1[CH2:38][CH2:39][CH2:40][CH2:41]1.[OH-:33].[OH:1][CH:2]1[CH2:3][CH2:4][CH:5]([n:8]2[c:9](=[O:32])[n:10]([CH2:19][c:20]3[cH:21][c:22]([C:28](=[O:29])[O:30][CH3:31])[c:23]([O:26][CH3:27])[cH:24][cH:25]3)[c:11]3[c:12]2[cH:13][cH:14][c:15]([C:17]#[N:18])[cH:16]3)[CH2:6][CH2:7]1>>[OH:1][CH:2]1[CH2:3][CH2:4][CH:5]([n:8]2[c:9](=[O:32])[n:10]([CH2:19][c:20]3[cH:21][c:22]([C:28](=[O:29])[OH:30])[c:23]([O:26][CH3:27])[cH:24][cH:25]3)[c:11]3[c:12]2[cH:13][cH:14][c:15]([C:17]#[N:18])[cH:16]3)[CH2:6][CH2:7]1. Yields the product COc1ccc(Cn2c(=O)n(C3CCC(O)CC3)c3ccc(C#N)cc32)cc1C(=O)O. Starting materials: Cc1ccc(Br)cc1Cn1c(CO)nn(C)c1=O, ClC(Cl)Cl. The product is Cc1ccc(Br)cc1Cn1c(C=O)nn(C)c1=O. RXN SMILES: [Br:1][c:2]1[cH:3][cH:4][c:5]([CH3:18])[c:6]([CH2:7][n:8]2[c:9](=[O:16])[n:10]([CH3:15])[n:11][c:12]2[CH2:13][OH:14])[cH:17]1.[CH:19]([Cl:20])([Cl:21])[Cl:22]>>[Br:1][c:2]1[cH:3][cH:4][c:5]([CH3:18])[c:6]([CH2:7][n:8]2[c:9](=[O:16])[n:10]([CH3:15])[n:11][c:12]2[CH:13]=[O:14])[cH:17]1.